Dataset: the Open Reaction Database (ORD), a public repository of structured organic reaction records. Task: describe an organic reaction: reactants, conditions, products, and yield Starting materials: CC(C)Oc1ccc(C(=O)Cl)cc1C(C)(C)C, C=CCOC(=O)c1ccc(CO)cc1. Yields the product C=CCOC(=O)c1ccc(COC(=O)c2ccc(OC(C)C)c(C(C)(C)C)c2)cc1. Reaction SMILES: [C:1]([CH3:2])([CH3:3])([CH3:4])[c:5]1[cH:6][c:7]([C:8](=[O:9])[Cl:10])[cH:11][cH:12][c:13]1[O:14][CH:15]([CH3:16])[CH3:17].[OH:18][CH2:19][c:20]1[cH:21][cH:22][c:23]([C:24](=[O:25])[O:26][CH2:27][CH:28]=[CH2:29])[cH:30][cH:31]1>>[C:1]([CH3:2])([CH3:3])([CH3:4])[c:5]1[cH:6][c:7]([C:8](=[O:9])[O:18][CH2:19][c:20]2[cH:21][cH:22][c:23]([C:24](=[O:25])[O:26][CH2:27][CH:28]=[CH2:29])[cH:30][cH:31]2)[cH:11][cH:12][c:13]1[O:14][CH:15]([CH3:16])[CH3:17]. The reactants are Nc1ccc([N+](=O)[O-])cc1S(=O)(=O)O, [NH4+], [OH-], O=P(Cl)(Cl)Cl, O=S1(=O)CCCC1. Product: Nc1ccc([N+](=O)[O-])cc1S(N)(=O)=O. As a reaction SMILES: [NH2:1][c:2]1[c:3]([S:11](=[O:12])(=[O:13])[OH:14])[cH:4][c:5]([N+:8](=[O:9])[O-:10])[cH:6][cH:7]1.[NH4+:20].[OH-:21].[P:15]([Cl:16])([Cl:17])([Cl:18])=[O:19].[S:22]1(=[O:27])(=[O:28])[CH2:23][CH2:24][CH2:25][CH2:26]1>>[NH2:1][c:2]1[c:3]([S:11](=[O:12])(=[O:14])[NH2:20])[cH:4][c:5]([N+:8](=[O:9])[O-:10])[cH:6][cH:7]1. Reactants: C(#N)C=1C(=NC(=NC1)NC1=CC=C(C=C1)CCO)C1=CC=CC=C1 (5-cyano-4-phenyl-N-[4-(2-hydroxyethyl)phenyl]pyrimidine-2-amine), C1(=CC=C(C=C1)S(=O)(=O)Cl)C (4-toluenesulphonylchloride). Product: C(#N)C=1C(=NC(=NC1)NC1=CC=C(C=C1)CCOS(=O)(=O)C1=CC=C(C=C1)C)C1=CC=CC=C1 (5-Cyano-4-phenyl-N-[4-(2-p-toluenesulphonyloxyethyl)phenyl]pyrimidine-2-amine). RXN SMILES: [C:1]([C:3]1[C:4]([C:19]2[CH:24]=[CH:23][CH:22]=[CH:21][CH:20]=2)=[N:5][C:6]([NH:9][C:10]2[CH:15]=[CH:14][C:13]([CH2:16][CH2:17][OH:18])=[CH:12][CH:11]=2)=[N:7][CH:8]=1)#[N:2].[C:25]1([CH3:35])[CH:30]=[CH:29][C:28]([S:31](Cl)(=[O:33])=[O:32])=[CH:27][CH:26]=1>>[C:1]([C:3]1[C:4]([C:19]2[CH:24]=[CH:23][CH:22]=[CH:21][CH:20]=2)=[N:5][C:6]([NH:9][C:10]2[CH:11]=[CH:12][C:13]([CH2:16][CH2:17][O:18][S:31]([C:28]3[CH:29]=[CH:30][C:25]([CH3:35])=[CH:26][CH:27]=3)(=[O:33])=[O:32])=[CH:14][CH:15]=2)=[N:7][CH:8]=1)#[N:2]. Procedure details: 5-Cyano-4-phenyl-N-[4-(2-p-toluenesulphonyloxyethyl)phenyl]pyrimidine-2-amine was prepared from 5-cyano-4-phenyl-N-[4-(2-hydroxyethyl)phenyl]pyrimidine-2-amine (3.30 g, 10.43 mmol) and 4-toluenesulphonylchloride (2.19 g, 11.47 mmol) as a pale yellow solid (3.91 g) m.p. 134-135°. δH (d6 DMSO) 8.69 (1H, s), 8.05 (2H, dd, J 6.0, 2.0 Hz), 7.72 (2H, d, J 8.3 Hz), 7.61-7.51 (6H, m), 7.29 (2H, d, J 8.1 Hz), 7.14 (2H, d, J 8.5 Hz), 4.21(2H, t, J 7.0 Hz), 2.95 (2H, t, J 7.0 Hz) and 2.41 (3H, s). Starting materials: C1CCOC1, COc1ccc(I)cc1, N#CCC#N, O. Yields the product COc1ccc(C(C#N)C#N)cc1. As a reaction SMILES: [CH2:16]1[O:17][CH2:18][CH2:19][CH2:20]1.[I:1][c:2]1[cH:3][cH:4][c:5]([O:8][CH3:9])[cH:6][cH:7]1.[N:10]#[C:11][CH2:12][C:13]#[N:14].[OH2:15]>>[c:2]1([CH:12]([C:11]#[N:10])[C:13]#[N:14])[cH:3][cH:4][c:5]([O:8][CH3:9])[cH:6][cH:7]1. Reactants: Cl (hydrochloric acid), C([O-])([O-])=O.[K+].[K+] (potassium carbonate), C(C=C)Br (allyl bromide), C(C)(=O)OC1=C2C=CC(NC2=C(C=C1)O)=O (5-acetoxy-8-hydroxy-2(1H)-quinolinone). Solvent: CN(C)C=O (DMF), O (water). Reaction conditions: time 8 hour. Yields the product C(C)(=O)OC1=C2C=CC(NC2=C(C=C1)OCC=C)=O (5-acetoxy-8-allyloxy-2(1H)-quinolinone). As a reaction SMILES: [C:1]([O:4][C:5]1[CH:14]=[CH:13][C:12]([OH:15])=[C:11]2[C:6]=1[CH:7]=[CH:8][C:9](=[O:16])[NH:10]2)(=[O:3])[CH3:2].C(=O)([O-])[O-].[K+].[K+].[CH2:23](Br)[CH:24]=[CH2:25].Cl>CN(C=O)C.O>[C:1]([O:4][C:5]1[CH:14]=[CH:13][C:12]([O:15][CH2:25][CH:24]=[CH2:23])=[C:11]2[C:6]=1[CH:7]=[CH:8][C:9](=[O:16])[NH:10]2)(=[O:3])[CH3:2] |f:1.2.3|. Procedure details: 10 Grams of 5-acetoxy-8-hydroxy-2(1H)-quinolinone was dissolved in 100 ml of DMF, to this solution was added 14 g of potassium carbonate and 9 ml of allyl bromide, stirred at room temperature for 8 hours. Under ice-cooling and stirring conditions, the reaction mixture was acidified by adding hydrochloric acid, this mixture was diluted by adding 200 ml of water. The mixture was extracted with 500 ml of ethyl acetate, the extract was washed with water, dried over anhydrous magnesium sulfate, then ... Reactants: [Li]I.O (LiI.H2O), C(=O)C(C(=O)OC)(C)CC1=CC=C(C=C1)C(C)(C)C (methyl 2-formyl-2-p-tert.butyl-benzyl-propionate). Solvent: CN(C)P(=O)(N(C)C)N(C)C (HMPT), CN(C)P(=O)(N(C)C)N(C)C (HMPT). Reaction conditions: time 1 minute. Yields the product C(C)(C)(C)C1=CC=C(CC(C=O)C)C=C1 (p-tert.butyl-α-methyl-hydrocinnamaldehyde). Yield: 105.1%. RXN SMILES: [Li]I.O.[CH:4]([C:6]([CH2:12][C:13]1[CH:18]=[CH:17][C:16]([C:19]([CH3:22])([CH3:21])[CH3:20])=[CH:15][CH:14]=1)(C)[C:7](OC)=O)=[O:5]>CN(P(N(C)C)(N(C)C)=O)C>[C:19]([C:16]1[CH:15]=[CH:14][C:13]([CH2:12][CH:6]([CH3:7])[CH:4]=[O:5])=[CH:18][CH:17]=1)([CH3:21])([CH3:20])[CH3:22] |f:0.1|. Procedure: 5 ml of hexamethylphosphortriamide (HMPT) and 1 g of LiI.H2O are heated to 240° C. under a nitrogen atmosphere. 1.1 g of crude methyl 2-formyl-2-p-tert.butyl-benzyl-propionate (82%) in 1 ml of HMPT are added thereto, the mixture is stirred for 1 minute, poured on to ice and extracted with hexane. After washing with 2N HCl, with sodium bicarbonate solution and water the organic phase is dried over magnesium sulphate and the solvent is evaporated. 0.9 g of crude p-tert.butyl-α-methyl-hydrocinnamal... Reactants: [Br-], CCc1cc(C(F)(F)F)cc(OC)c1C1=NC(C)(C)CO1, C[Mg+], CCOCC, C1CCOC1. The product is CCc1cc(C(F)(F)F)cc(C)c1C1=NC(C)(C)CO1. RXN SMILES: [Br-:22].[CH2:1]([CH3:2])[c:3]1[c:4]([C:15]2=[N:19][C:18]([CH3:20])([CH3:21])[CH2:17][O:16]2)[c:5]([O:13][CH3:14])[cH:6][c:7]([C:9]([F:10])([F:11])[F:12])[cH:8]1.[CH3:23][Mg+:24].[CH3:30][CH2:31][O:32][CH2:33][CH3:34].[O:25]1[CH2:26][CH2:27][CH2:28][CH2:29]1>>[CH2:1]([CH3:2])[c:3]1[c:4]([C:15]2=[N:19][C:18]([CH3:20])([CH3:21])[CH2:17][O:16]2)[c:5]([CH3:23])[cH:6][c:7]([C:9]([F:10])([F:11])[F:12])[cH:8]1.